Task: describe an organic reaction: reactants, conditions, products, and yield. Dataset: the Open Reaction Database (ORD), a public repository of structured organic reaction records Starting materials: Cl.C(C)ON (Ethoxyamine hydrochloride), [OH-].[Na+] (sodium hydroxide), OC1=C(C(CC(C1)C1=C(C=C(C=C1C)C)C)=O)C(CC)=O (3-hydroxy-5-mesityl-2-propionylcyclohex-2-en-1-one). The solvent is C(C)O (ethanol). Reaction conditions: time 4 hour. Yields the product C(C)ON=C(CC)C=1C(CC(CC1O)C1=C(C=C(C=C1C)C)C)=O (2-[1-(ethoxyimino)propyl]-3-hydroxy-5-mesitylcyclohex-2-en-1-one). Yield: 90.3%. As a reaction SMILES: Cl.[CH2:2]([O:4][NH2:5])[CH3:3].[OH-].[Na+].[OH:8][C:9]1[CH2:14][CH:13]([C:15]2[C:20]([CH3:21])=[CH:19][C:18]([CH3:22])=[CH:17][C:16]=2[CH3:23])[CH2:12][C:11](=[O:24])[C:10]=1[C:25](=O)[CH2:26][CH3:27]>C(O)C>[CH2:2]([O:4][N:5]=[C:25]([C:10]1[C:9](=[O:8])[CH2:14][CH:13]([C:15]2[C:20]([CH3:21])=[CH:19][C:18]([CH3:22])=[CH:17][C:16]=2[CH3:23])[CH2:12][C:11]=1[OH:24])[CH2:26][CH3:27])[CH3:3] |f:0.1,2.3|. Reported procedure: Ethoxyamine hydrochloride (0.45 g) and then aqueous 1% sodium hydroxide (18.4 ml) were added to a solution of 3-hydroxy-5-mesityl-2-propionylcyclohex-2-en-1-one (1.2 g; 4.2 mmole) in anhydrous absolute ethanol (200 ml). The mixture was stirred at room temperature for a period of 4 hours and then the ethanol was removed by evaporation under reduced pressure using a rotary evaporator. The residue was treated with dichloromethane and the organic phase was washed twice with dilute aqueous hydrochlor... Reactants: Cc1c(S)cnn(C(C)(C)C)c1=O, CCC(Cl)c1ccc(C(C)(C)C)cc1, CN(C)C=O, [Na+], [Na+], O=C([O-])[O-], O. Product: CCC(Sc1cnn(C(C)(C)C)c(=O)c1C)c1ccc(C(C)(C)C)cc1. As a reaction SMILES: [C:1]([CH3:2])([CH3:3])([CH3:4])[n:5]1[n:6][cH:7][c:8]([SH:13])[c:9]([CH3:12])[c:10]1=[O:11].[CH2:14]([CH3:15])[CH:16]([c:17]1[cH:18][cH:19][c:20]([C:23]([CH3:24])([CH3:25])[CH3:26])[cH:21][cH:22]1)[Cl:27].[CH3:35][N:36]([CH3:37])[CH:38]=[O:39].[Na+:28].[Na+:29].[O-:30][C:31](=[O:32])[O-:33].[OH2:34]>>[C:1]([CH3:2])([CH3:3])([CH3:4])[n:5]1[n:6][cH:7][c:8]([S:13][CH:16]([CH2:14][CH3:15])[c:17]2[cH:18][cH:19][c:20]([C:23]([CH3:24])([CH3:25])[CH3:26])[cH:21][cH:22]2)[c:9]([CH3:12])[c:10]1=[O:11]. The reactants are CCOC(=O)COc1ccc(S(=O)(=O)Cl)cc1CC, CCO, Cl, C1COCCO1, [Sn]. Product: CCOC(=O)COc1ccc(S)cc1CC. RXN SMILES: [CH2:1]([CH3:2])[O:3][C:4]([CH2:5][O:6][c:7]1[c:8]([CH2:17][CH3:18])[cH:9][c:10]([S:13]([Cl:14])(=[O:15])=[O:16])[cH:11][cH:12]1)=[O:19].[CH3:22][CH2:23][OH:24].[ClH:21].[O:25]1[CH2:26][CH2:27][O:28][CH2:29][CH2:30]1.[Sn:20]>>[CH2:1]([CH3:2])[O:3][C:4]([CH2:5][O:6][c:7]1[c:8]([CH2:17][CH3:18])[cH:9][c:10]([SH:13])[cH:11][cH:12]1)=[O:19]. Starting materials: C1(CCCCC1)N=C=NC1CCCCC1 (dicyclohexylcarbodiimide), ClC1=NC=C(C(=O)O)C=C1 (6-chloronicotinic acid), OCC1(COC1)CCC (3 -hydroxymethyl-3-n-propyloxetane). Solvent: CN(C=O)C (dimethylformamide), CN(C=O)C (dimethylformamide). Reaction conditions: time 60 hour. Yields the product ClC1=CC=C(C=N1)C(=O)OCC1(COC1)CCC ((3-n-propyl-oxetan-3-yl)methyl 6-chloro-3-pyridinecarboxylate). As a reaction SMILES: C1(N=C=NC2CCCCC2)CCCCC1.[Cl:16][C:17]1[CH:25]=[CH:24][C:20]([C:21]([OH:23])=[O:22])=[CH:19][N:18]=1.O[CH2:27][C:28]1([CH2:32][CH2:33][CH3:34])[CH2:31][O:30][CH2:29]1>CN(C)C=O>[Cl:16][C:17]1[N:18]=[CH:19][C:20]([C:21]([O:23][CH2:27][C:28]2([CH2:32][CH2:33][CH3:34])[CH2:31][O:30][CH2:29]2)=[O:22])=[CH:24][CH:25]=1. Procedure: A solution of dicyclohexylcarbodiimide (2.0 gm.) in dry dimethylformamide (5 ml.) was added to a stirred solution of 6-chloronicotinic acid and 3 -hydroxymethyl-3-n-propyloxetane in dry dimethylformamide (15 ml.) at room temperature. The reaction mixture was stirred at room temperature for 60 hours. The mixture was filtered and the solid was washed with diethyl ether (50 ml.). The filtrates were washed with water and then with 5% aqueous sodium carbonate solution. The etheral solution was washed... The reactants are C(O)([O-])=O.[Na+] (sodium hydrogen carbonate), ClC1=NC(=C(C=C1C#N)F)Cl (2,6-dichloro-5-fluoro-3-pyridinecarbonitrile), C([O-])([O-])=O.[K+].[K+] (potassium carbonate), N[C@@H](CN1C(C2=CC=CC=C2C1=O)=O)C.Cl ((R)-2-(2-aminopropyl)isoindoline-1,3-dione•hydrochloride). Run in CN(C)C=O (DMF). Conditions: temperature 60 celsius. The product is ClC1=C(C#N)C=C(C(=N1)N[C@@H](CN1C(C2=CC=CC=C2C1=O)=O)C)F ((R)-2-chloro-6-((1-(1,3-dioxoisoindolin-2-yl)propan-2-yl)amino)-5-fluoronicotinonitrile). Yield: 29.2%. Reaction SMILES: [Cl:1][C:2]1[C:7]([C:8]#[N:9])=[CH:6][C:5]([F:10])=[C:4](Cl)[N:3]=1.C(=O)([O-])[O-].[K+].[K+].[NH2:18][C@H:19]([CH3:32])[CH2:20][N:21]1[C:29](=[O:30])[C:28]2[C:23](=[CH:24][CH:25]=[CH:26][CH:27]=2)[C:22]1=[O:31].Cl.C(=O)([O-])O.[Na+]>CN(C=O)C>[Cl:1][C:2]1[N:3]=[C:4]([NH:18][C@H:19]([CH3:32])[CH2:20][N:21]2[C:22](=[O:31])[C:23]3[C:28](=[CH:27][CH:26]=[CH:25][CH:24]=3)[C:29]2=[O:30])[C:5]([F:10])=[CH:6][C:7]=1[C:8]#[N:9] |f:1.2.3,4.5,6.7|. Procedure: 2,6-dichloro-5-fluoro-3-pyridinecarbonitrile (3.3 g) and potassium carbonate (1.1 g) were added to a DMF (5 ml) solution containing (R)-2-(2-aminopropyl)isoindoline-1,3-dione•hydrochloride (690 mg), followed by stirring with heating at 60° C. for 5.5 hours. The reaction solution was adjusted to room temperature, and a saturated aqueous sodium hydrogen carbonate solution was added, followed by extraction with ethyl acetate. The obtained organic layer was dried over anhydrous sodium sulfate. Subse... The reactants are [Br-], CC(C)(C)OC(=O)N1CCC(=O)c2ccccc21, CC(C)(C)[O-], C[P+](c1ccccc1)(c1ccccc1)c1ccccc1, Cc1ccccc1, [K+]. The product is C=C1CCN(C(=O)OC(C)(C)C)c2ccccc21. As a reaction SMILES: [Br-:25].[C:7]([CH3:8])([CH3:9])([CH3:10])[O:11][C:12](=[O:13])[N:14]1[CH2:15][CH2:16][C:17](=[O:24])[c:18]2[cH:19][cH:20][cH:21][cH:22][c:23]21.[CH3:1][C:2]([CH3:3])([O-:4])[CH3:5].[CH3:26][P+:27]([c:28]1[cH:29][cH:30][cH:31][cH:32][cH:33]1)([c:34]1[cH:35][cH:36][cH:37][cH:38][cH:39]1)[c:40]1[cH:41][cH:42][cH:43][cH:44][cH:45]1.[CH3:46][c:47]1[cH:48][cH:49][cH:50][cH:51][cH:52]1.[K+:6]>>[CH2:1]=[C:17]1[CH2:16][CH2:15][N:14]([C:12]([O:11][C:7]([CH3:8])([CH3:9])[CH3:10])=[O:13])[c:23]2[c:18]1[cH:19][cH:20][cH:21][cH:22]2. Reactants: COC(C=1C(C(=O)OC)=C(C=CC1)I)=O (3-iodophthalic acid dimethyl ester), NC1=CC2=CC=CC=C2C=C1 (2-aminonaphthalene), C=1C=CC(=CC1)P(C=2C=CC=CC2)C3=CC=C4C=CC=CC4=C3C5=C6C=CC=CC6=CC=C5P(C=7C=CC=CC7)C=8C=CC=CC8 (rac-BINAP), C([O-])([O-])=O.[Cs+].[Cs+] (cesium carbonate). Reagents/catalysts: C=1C=CC(=CC1)/C=C/C(=O)/C=C/C2=CC=CC=C2.C=1C=CC(=CC1)/C=C/C(=O)/C=C/C2=CC=CC=C2.C=1C=CC(=CC1)/C=C/C(=O)/C=C/C2=CC=CC=C2.[Pd].[Pd] (Pd2(dba)3). Solvent: C1(=CC=CC=C1)C (toluene), C(Cl)Cl (CH2Cl2). Product: COC(C=1C(C(=O)OC)=C(C=CC1)NC1=CC2=CC=CC=C2C=C1)=O (3-(Naphthalen-2-ylamino)phthalic acid dimethyl ester). Yield: 75.0%. Reaction SMILES: [CH3:1][O:2][C:3](=[O:15])[C:4]1[C:5](=[C:10](I)[CH:11]=[CH:12][CH:13]=1)[C:6]([O:8][CH3:9])=[O:7].[NH2:16][C:17]1[CH:26]=[CH:25][C:24]2[C:19](=[CH:20][CH:21]=[CH:22][CH:23]=2)[CH:18]=1.C1C=CC(P(C2C(C3C(P(C4C=CC=CC=4)C4C=CC=CC=4)=CC=C4C=3C=CC=C4)=C3C(C=CC=C3)=CC=2)C2C=CC=CC=2)=CC=1.C(=O)([O-])[O-].[Cs+].[Cs+]>C1(C)C=CC=CC=1.C(Cl)Cl.C1C=CC(/C=C/C(/C=C/C2C=CC=CC=2)=O)=CC=1.C1C=CC(/C=C/C(/C=C/C2C=CC=CC=2)=O)=CC=1.C1C=CC(/C=C/C(/C=C/C2C=CC=CC=2)=O)=CC=1.[Pd].[Pd]>[CH3:1][O:2][C:3](=[O:15])[C:4]1[C:5](=[C:10]([NH:16][C:17]2[CH:26]=[CH:25][C:24]3[C:19](=[CH:20][CH:21]=[CH:22][CH:23]=3)[CH:18]=2)[CH:11]=[CH:12][CH:13]=1)[C:6]([O:8][CH3:9])=[O:7] |f:3.4.5,8.9.10.11.12|. Procedure details: A mixture of 3-iodophthalic acid dimethyl ester (1.0 g, 3.1 mmol), 2-aminonaphthalene (0.44 g, 3.1 mmol), Pd2(dba)3 (0.13 g, 0.14 mmol), rac-BINAP (0.058 g, 0.093 mmol), and cesium carbonate (1.4 g, 4.3 mmol), in 6 mL toluene was heated to reflux under nitrogen for 24 hours. The reaction mixture was cooled, diluted with CH2Cl2 (10 mL), and filtered through Celite, and the filter was washed with additional CH2Cl2 (30 mL). The filtrate was evaporated, and the residue was chromatographed using a he... The reactants are CCCCCCCCCCCCCCCCCCCCCCCCCCCCCC(=O)O, ClC(Cl)Cl, O=S(Cl)Cl. The product is CCCCCCCCCCCCCCCCCCCCCCCCCCCCCCO. Reaction SMILES: [CH3:1][CH2:2][CH2:3][CH2:4][CH2:5][CH2:6][CH2:7][CH2:8][CH2:9][CH2:10][CH2:11][CH2:12][CH2:13][CH2:14][CH2:15][CH2:16][CH2:17][CH2:18][CH2:19][CH2:20][CH2:21][CH2:22][CH2:23][CH2:24][CH2:25][CH2:26][CH2:27][CH2:28][CH2:29][C:30]([OH:31])=[O:32].[CH:37]([Cl:38])([Cl:39])[Cl:40].[S:33]([Cl:34])([Cl:35])=[O:36]>>[CH3:1][CH2:2][CH2:3][CH2:4][CH2:5][CH2:6][CH2:7][CH2:8][CH2:9][CH2:10][CH2:11][CH2:12][CH2:13][CH2:14][CH2:15][CH2:16][CH2:17][CH2:18][CH2:19][CH2:20][CH2:21][CH2:22][CH2:23][CH2:24][CH2:25][CH2:26][CH2:27][CH2:28][CH2:29][CH2:30][OH:31].